This data is from the Open Reaction Database (ORD), a public repository of structured organic reaction records. The task is: describe an organic reaction: reactants, conditions, products, and yield The reactants are NC1=NC=C(C2=C1C(=CS2)C2=CC(=C(C=C2)NC(=O)C=2N(C1=CC=CC=C1C2)C)OC)\C=C\C=O (N-(4-{4-Amino-7-[(1E)-3-oxoprop-1-enyl]thieno[3,2-c]pyridin-3-yl}-2-methoxyphenyl)-1-methyl-1H-indole-2-carboxamide), CC1(CNCC(N1)=O)C (6,6-dimethyl-piperazin-2-one). The product is NC1=NC=C(C2=C1C(=CS2)C2=CC(=C(C=C2)NC(=O)C=2N(C1=CC=CC=C1C2)C)OC)\C=C\CN2CC(NC(C2)=O)(C)C (N-(4-{4-amino-7-[(1E)-3-(3,3-dimethyl-5-oxopiperazin-1-yl)prop-1-enyl]thieno[3,2-c]pyridin-3-yl}-2-methoxyphenyl)-1-methyl-1H-indole-2-carboxamide). Reaction SMILES: [NH2:1][C:2]1[C:7]2[C:8]([C:11]3[CH:16]=[CH:15][C:14]([NH:17][C:18]([C:20]4[N:21]([CH3:29])[C:22]5[C:27]([CH:28]=4)=[CH:26][CH:25]=[CH:24][CH:23]=5)=[O:19])=[C:13]([O:30][CH3:31])[CH:12]=3)=[CH:9][S:10][C:6]=2[C:5](/[CH:32]=[CH:33]/[CH:34]=O)=[CH:4][N:3]=1.[CH3:36][C:37]1([CH3:44])[NH:42][C:41](=[O:43])[CH2:40][NH:39][CH2:38]1>>[NH2:1][C:2]1[C:7]2[C:8]([C:11]3[CH:16]=[CH:15][C:14]([NH:17][C:18]([C:20]4[N:21]([CH3:29])[C:22]5[C:27]([CH:28]=4)=[CH:26][CH:25]=[CH:24][CH:23]=5)=[O:19])=[C:13]([O:30][CH3:31])[CH:12]=3)=[CH:9][S:10][C:6]=2[C:5](/[CH:32]=[CH:33]/[CH2:34][N:39]2[CH2:40][C:41](=[O:43])[NH:42][C:37]([CH3:44])([CH3:36])[CH2:38]2)=[CH:4][N:3]=1. Reported procedure: N-(4-{4-Amino-7-[(1E)-3-oxoprop-1-enyl]thieno[3,2-c]pyridin-3-yl}-2-methoxyphenyl)-1-methyl-1H-indole-2-carboxamide (60.0 mg, 0.125 mmol) and 6,6-dimethyl-piperazin-2-one (75.7 mg, 0.498 mmol) were reacted according to General Procedure B. The product was purified via flash chromatography to furnish the title compound as a yellow powder. (5.0 mg, 0.0084 mmol): LCMS (Conditions a): MH+=595.0, Rt=3.58 minutes; 1H NMR (DMSO-d6, 400 MHz) δ 9.52 (s, 1H), 7.98 (m, 2H), 7.80 (s, 1H), 7.71 (d, J=7.8 Hz,... The reactants are ClCCCCCCOC=1C(=CC=C2C(=CC(NC12)=O)NC1=C(C=NC=C1Cl)Cl)OC (8-(6-chlorohexyloxy)-4-(3,5-dichloropyridin-4-ylamino)-7-methoxyquinolin-2(1H)-one), ClCCCCCCOC=1C(=CC=C2C(=CC(NC12)=O)NC1=C(C=NC=C1Cl)Cl)OC (8-(6-chlorohexyloxy)-4-(3,5-dichloropyridin-4-ylamino)-7-methoxyquinolin-2(1H)-one), N(CCO)CCO (diethanolamine). The product is OCCN(CCCCCCOC=1C(=CC=C2C(=CC(NC12)=O)NC1=C(C=NC=C1Cl)Cl)OC)CCO (8-(6-(Bis(2-hydroxyethyl)amino)hexyloxy)-4-(3,5-dichloropyridin-4-ylamino)-7-methoxyquinolin-2(1H)-one). As a reaction SMILES: Cl[CH2:2][CH2:3][CH2:4][CH2:5][CH2:6][CH2:7][O:8][C:9]1[C:10]([O:29][CH3:30])=[CH:11][CH:12]=[C:13]2[C:18]=1[NH:17][C:16](=[O:19])[CH:15]=[C:14]2[NH:20][C:21]1[C:26]([Cl:27])=[CH:25][N:24]=[CH:23][C:22]=1[Cl:28].[NH:31]([CH2:35][CH2:36][OH:37])[CH2:32][CH2:33][OH:34]>>[OH:34][CH2:33][CH2:32][N:31]([CH2:35][CH2:36][OH:37])[CH2:2][CH2:3][CH2:4][CH2:5][CH2:6][CH2:7][O:8][C:9]1[C:10]([O:29][CH3:30])=[CH:11][CH:12]=[C:13]2[C:18]=1[NH:17][C:16](=[O:19])[CH:15]=[C:14]2[NH:20][C:21]1[C:26]([Cl:27])=[CH:25][N:24]=[CH:23][C:22]=1[Cl:28]. Procedure details: The title compound was prepared from 8-(6-chlorohexyloxy)-4-(3,5-dichloropyridin-4-ylamino)-7-methoxyquinolin-2(1H)-one (Intermediate 4) and diethanolamine following the procedure outlined in Example 18, Step 2 (modifications: 40° C., 24 h then 60° C., 24 h). 1H NMR (400 MHz, DMSO-d6): δ 9.95 (s, 1H), 8.83 (s, 1H), 8.76 (s, 2H), 7.87 (d, 1H), 7.04 (d, 1H), 4.77 (s, 1H), 4.30 (br, 2H), 3.95 (t, 2H), 3.90 (s, 3H), 3.39 (m, 4H), 2.56-2.36 (m, 6H), 1.74 (m, 2H), 1.38 (m, 4H), 1.28 (m, 2H); MS (ESI):... Starting materials: Br, C=CCCCCCC(=O)O, Cc1ccccc1. Product: O=C(O)CCCCCCCBr. As a reaction SMILES: [BrH:11].[C:1]([CH2:2][CH2:3][CH2:4][CH2:5][CH2:6][CH:7]=[CH2:8])(=[O:9])[OH:10].[CH3:12][c:13]1[cH:14][cH:15][cH:16][cH:17][cH:18]1>>[C:1]([CH2:2][CH2:3][CH2:4][CH2:5][CH2:6][CH2:7][CH2:8][Br:11])(=[O:9])[OH:10]. Run in CN(C)C=O (DMF), O (water). Run at time 14 hour. The product is OCC(C(=O)N1CCCC1)C1=CC=CC=C1 (3-hydroxy-2-phenyl-1-pyrrolidin-1-yl propan-1-one). Starting materials: C(C(CO)C1=CC=CC=C1)(=O)O (tropic acid), N1CCCC1 (pyrrolidine), C1=CC2=C(N=C1)N(N=N2)O (HOAt), CCN=C=NCCCN(C)C.Cl (EDCI HCl). Procedure: To a solution of tropic acid (0.12 mmol) and pyrrolidine (0.12 mmol) in DMF (20 mL) are added HOAt (0.18 mmol) and EDCI-HCl (0.18 mmol). The reaction mixture is stirred at room temperature for 14 h. The reaction mixture is diluted with water, then extracted with AcOEt. The organic extracts are successively washed with water, sat. aq, NaHCO3, H2O and brine, dried over Na2SO4, filtered, and concentrated in vacuo. The residue is purified by silica gel column chromatography to give 3-hydroxy-2-pheny... RXN SMILES: [C:1]([OH:12])(=O)[CH:2]([C:5]1[CH:10]=[CH:9][CH:8]=[CH:7][CH:6]=1)[CH2:3][OH:4].[NH:13]1[CH2:17][CH2:16][CH2:15][CH2:14]1.C1C=NC2N(O)N=NC=2C=1.CCN=C=NCCCN(C)C.Cl>CN(C=O)C.O>[OH:4][CH2:3][CH:2]([C:5]1[CH:6]=[CH:7][CH:8]=[CH:9][CH:10]=1)[C:1]([N:13]1[CH2:17][CH2:16][CH2:15][CH2:14]1)=[O:12] |f:3.4|.